Dataset: the Open Reaction Database (ORD), a public repository of structured organic reaction records. Task: describe an organic reaction: reactants, conditions, products, and yield Reactants: C[Si](C)(C)CCOCNC(=O)c1n[nH]c(-c2cccc(-c3ccccc3-c3ccccc3)c2)n1, CC#N, F, O. Yields the product NC(=O)c1nc(-c2cccc(-c3ccccc3-c3ccccc3)c2)n[nH]1. Reaction SMILES: [CH3:1][Si:2]([CH3:3])([CH3:4])[CH2:5][CH2:6][O:33][CH2:34][NH:7][C:8](=[O:9])[c:10]1[n:11][nH:12][c:13](-[c:15]2[cH:16][c:17](-[c:21]3[c:22](-[c:27]4[cH:28][cH:29][cH:30][cH:31][cH:32]4)[cH:23][cH:24][cH:25][cH:26]3)[cH:18][cH:19][cH:20]2)[n:14]1.[CH3:36][C:37]#[N:38].[FH:35].[OH2:39]>>[NH2:7][C:8](=[O:9])[c:10]1[nH:11][n:12][c:13](-[c:15]2[cH:16][c:17](-[c:21]3[c:22](-[c:27]4[cH:28][cH:29][cH:30][cH:31][cH:32]4)[cH:23][cH:24][cH:25][cH:26]3)[cH:18][cH:19][cH:20]2)[n:14]1. Reactants: c1ccc(CN2CCNCC2)cc1, CC(C)=O, Cl, N#C[K]. The product is CC(C)(C#N)N1CCN(Cc2ccccc2)CC1. Reaction SMILES: [CH2:1]([c:2]1[cH:3][cH:4][cH:5][cH:6][cH:7]1)[N:8]1[CH2:9][CH2:10][NH:11][CH2:12][CH2:13]1.[CH3:15][C:16]([CH3:17])=[O:18].[ClH:14].[K:19][C:20]#[N:21]>>[CH2:1]([c:2]1[cH:3][cH:4][cH:5][cH:6][cH:7]1)[N:8]1[CH2:9][CH2:10][N:11]([C:16]([CH3:15])([CH3:17])[C:20]#[N:21])[CH2:12][CH2:13]1. Reactants: C(C)(C)(C)OC(=O)N1C(=CC2=CN=CC=C12)[Li] (1-tert.butoxycarbonyl 2-lithio 5-aza indole), amine, CC1(NC(CCC1)(C)C)C (2,2,6,6-tetramethylpiperidine), C(C)N(C(=O)C=1C(=NC=CC1C=O)OC)CC (3-diethylaminocarbonyl 4-formyl 2-methoxy pyridine), CN(CCN(C)C)C (tetramethylethylenediamine). Yields the product C(C)(C)(C)OC(=O)N1C(=CC2=CN=CC=C12)C(O)C1=C(C(=NC=C1)OC)C(=O)N(CC)CC ((1-tert.butoxycarbonyl 5-aza 2-indolyl) (3-diethylaminocarbonyl 2-methoxy 4-pyridyl)methanol). As a reaction SMILES: [C:1]([O:5][C:6]([N:8]1[C:16]2[C:11](=[CH:12][N:13]=[CH:14][CH:15]=2)[CH:10]=[C:9]1[Li])=[O:7])([CH3:4])([CH3:3])[CH3:2].[CH2:18]([N:20]([CH2:33][CH3:34])[C:21]([C:23]1[C:24]([O:31][CH3:32])=[N:25][CH:26]=[CH:27][C:28]=1[CH:29]=[O:30])=[O:22])[CH3:19].CN(C)CCN(C)C.CC1(C)CCCC(C)(C)N1>>[C:1]([O:5][C:6]([N:8]1[C:16]2[C:11](=[CH:12][N:13]=[CH:14][CH:15]=2)[CH:10]=[C:9]1[CH:29]([C:28]1[CH:27]=[CH:26][N:25]=[C:24]([O:31][CH3:32])[C:23]=1[C:21]([N:20]([CH2:18][CH3:19])[CH2:33][CH3:34])=[O:22])[OH:30])=[O:7])([CH3:4])([CH3:3])[CH3:2]. Reported procedure: Starting from 1-tert.butoxycarbonyl 2-lithio 5-aza indole and 3-diethylaminocarbonyl 4-formyl 2-methoxy pyridine as reagent with electrophilic character, prepared according to paragraph b (stabilization reagent: tetramethylethylenediamine; amine: 2,2,6,6-tetramethylpiperidine). Reaction SMILES: [C:10]([O:11][C:12]([CH3:13])([CH3:14])[CH3:15])(=[O:16])[NH:17][CH:18]([CH2:19][CH:20]([CH3:21])[CH3:22])[C:23](=[O:24])[OH:25].[CH3:1][CH:2]([CH:3]([C:4](=[O:5])[OH:6])[NH2:7])[CH3:8].[CH3:26][N:27]([CH3:28])[CH:29]=[O:30].[CH3:31][c:32]1[cH:33][cH:34][cH:35][cH:36][cH:37]1.[OH2:9]>>[NH2:17][CH:18]([CH2:19][CH:20]([CH3:21])[CH3:22])[C:23](=[O:24])[OH:25]. The product is CC(C)CC(N)C(=O)O. Reactants: CC(C)CC(NC(=O)OC(C)(C)C)C(=O)O, CC(C)C(N)C(=O)O, CN(C)C=O, Cc1ccccc1, O. The reactants are step-iii, ClC=1C=C(CN2N=CC(=C2)C2=CN(C3=NC=C(C=C32)C=3C=C(C=CC3)NS(=O)(=O)C)S(=O)(=O)C3=CC=C(C)C=C3)C=CC1 (N-(3-(3-(1-(3-chlorobenzyl)-1H-pyrazol-4-yl)-1-tosyl-1H-pyrrolo[2,3-b]pyridin-5-yl)phenyl)methane sulfonamide), [OH-].[Li+] (lithium hydroxide). Solvent: C1CCOC1.O.CO (THF water methanol). The product is ClC=1C=C(CN2N=CC(=C2)C2=CNC3=NC=C(C=C32)C=3C=C(C=CC3)NS(=O)(=O)C)C=CC1 (N-(3-(3-(1-(3-chlorobenzyl)-1H-pyrazol-4-yl)-1H-pyrrolo[2,3-b]pyridin-5-yl)phenyl) methanesulfonamide). The yield is 17.9%. Reaction SMILES: [Cl:1][C:2]1[CH:3]=[C:4]([CH:41]=[CH:42][CH:43]=1)[CH2:5][N:6]1[CH:10]=[C:9]([C:11]2[C:19]3[C:14](=[N:15][CH:16]=[C:17]([C:20]4[CH:21]=[C:22]([NH:26][S:27]([CH3:30])(=[O:29])=[O:28])[CH:23]=[CH:24][CH:25]=4)[CH:18]=3)[N:13](S(C3C=CC(C)=CC=3)(=O)=O)[CH:12]=2)[CH:8]=[N:7]1.[OH-].[Li+]>C1COCC1.O.CO>[Cl:1][C:2]1[CH:3]=[C:4]([CH:41]=[CH:42][CH:43]=1)[CH2:5][N:6]1[CH:10]=[C:9]([C:11]2[C:19]3[C:14](=[N:15][CH:16]=[C:17]([C:20]4[CH:21]=[C:22]([NH:26][S:27]([CH3:30])(=[O:28])=[O:29])[CH:23]=[CH:24][CH:25]=4)[CH:18]=3)[NH:13][CH:12]=2)[CH:8]=[N:7]1 |f:1.2,3.4.5|. Procedure: Using similar reaction conditions as described in step-iii of example-1, N-(3-(3-(1-(3-chlorobenzyl)-1H-pyrazol-4-yl)-1-tosyl-1H-pyrrolo[2,3-b]pyridin-5-yl)phenyl)methane sulfonamide (90 mg, 0.14 mmol) was hydrolyzed with lithium hydroxide (18 mg, 0.42 mmol) in THF/water/methanol (1/0.5/1 ml) mixture to afford 12 mg (18% yield) of the pure product after purification by preparative TLC (Silicagel-1000 micron) using 10% ethyl acetate in hexane as eluent. 1H NMR (DMSO-d6, 400 MHz): δ 11.83 (s, 1H),... The reactants are NC=1C(N(N=CC1)C)=O (4-Amino-2-methyl-2H-pyridazin-3-one), C1(=C(C=CC=C1)OC1CCNCC1)C (4-o-tolyloxy-piperidine), Cl.FC(C1=C(OC2CCNCC2)C=CC=C1)(F)F (4-(2-Trifluoromethyl-phenoxy)-piperidine hydrochloride). Procedure details: Compound 59 is prepared from intermediate 4c and from 4-o-tolyloxy-piperidine (obtained following the method described for intermediate 1a), applying synthesis method 7 (yield: 50%). Isolated yield 50.0%. As a reaction SMILES: [NH2:1][C:2]1[C:3](=[O:9])[N:4]([CH3:8])[N:5]=[CH:6][CH:7]=1.[C:10]1([CH3:23])[CH:15]=[CH:14][CH:13]=[CH:12][C:11]=1[O:16][CH:17]1[CH2:22][CH2:21][NH:20][CH2:19][CH2:18]1.Cl.FC(F)(F)C1C=CC=C[C:28]=1[O:29]C1CCNCC1>>[CH3:8][N:4]1[C:3](=[O:9])[C:2]([NH:1][C:28]([N:20]2[CH2:21][CH2:22][CH:17]([O:16][C:11]3[CH:12]=[CH:13][CH:14]=[CH:15][C:10]=3[CH3:23])[CH2:18][CH2:19]2)=[O:29])=[CH:7][CH:6]=[N:5]1 |f:2.3|. The product is CN1N=CC=C(C1=O)NC(=O)N1CCC(CC1)OC1=C(C=CC=C1)C (4-(2-methyl-phenoxy)-piperidine-1-carboxylic acid (2-methyl-3-oxo-2,3-dihydro-pyridazin-4-yl)-amide). Starting materials: II (iodine), [O-]CC.[Li+] (Lithium ethoxide), C(C)(C)(C)C=1C=C(C=C(C1)C(C)(C)C)C=CC=1C=C(C=O)C=C(C1)C=CC1=CC(=CC(=C1)C(C)(C)C)C(C)(C)C (3,5-bis[(3,5-di-tert-butylphenyl)vinyl]benzaldehyde), [Cl-].CC1=CC=C(C[PH3+])C=C1 (4-Methylbenzylphosphonium chloride). Solvent: C1(=CC=CC=C1)C (toluene), C(C)OCC (diethyl ether). Reaction conditions: time 2 hour. Yields the product C(C)(C)(C)C=1C=C(C=C(C1)C(C)(C)C)C=CC=1C=C(C=C(C1)C=CC1=CC(=CC(=C1)C(C)(C)C)C(C)(C)C)C=CC1=CC=C(C=C1)C (4-({3,5-Bis[(3,5-di-tert-butylphenyl)vinyl]phenyl}vinyl)toluene). Isolated yield 64.4%. As a reaction SMILES: [O-]CC.[Li+].[C:5]([C:9]1[CH:10]=[C:11]([CH:19]=[CH:20][C:21]2[CH:22]=[C:23]([CH:26]=[C:27]([CH:29]=[CH:30][C:31]3[CH:36]=[C:35]([C:37]([CH3:40])([CH3:39])[CH3:38])[CH:34]=[C:33]([C:41]([CH3:44])([CH3:43])[CH3:42])[CH:32]=3)[CH:28]=2)[CH:24]=O)[CH:12]=[C:13]([C:15]([CH3:18])([CH3:17])[CH3:16])[CH:14]=1)([CH3:8])([CH3:7])[CH3:6].[Cl-].[CH3:46][C:47]1[CH:54]=[CH:53][C:50]([CH2:51][PH3+])=[CH:49][CH:48]=1.II>C(OCC)C.C1(C)C=CC=CC=1>[C:5]([C:9]1[CH:10]=[C:11]([CH:19]=[CH:20][C:21]2[CH:22]=[C:23]([CH:24]=[CH:46][C:47]3[CH:54]=[CH:53][C:50]([CH3:51])=[CH:49][CH:48]=3)[CH:26]=[C:27]([CH:29]=[CH:30][C:31]3[CH:36]=[C:35]([C:37]([CH3:40])([CH3:39])[CH3:38])[CH:34]=[C:33]([C:41]([CH3:44])([CH3:43])[CH3:42])[CH:32]=3)[CH:28]=2)[CH:12]=[C:13]([C:15]([CH3:18])([CH3:17])[CH3:16])[CH:14]=1)([CH3:8])([CH3:7])[CH3:6] |f:0.1,3.4|. Procedure: Lithium ethoxide (1.0 M in ethanol, 15.0.mL, 15 mmol) was added to a stirred suspension of 3,5-bis[(3,5-di-tert-butylphenyl)vinyl]benzaldehyde (A) (WO99/9921935) (4.00 g, 7.48 mmol) and 4-methylbenzylphosphoniumchloride (8) (3.62 g, 8.98 mmol) in diethyl ether (40 mL), giving a clear orange solution which was stirred at room temperature for 2 h. The solution was washed with water (3×40 mL) and brine (40 mL), dried over anhydrous magnesium sulphate, filtered and the solvent removed, This residue ... Run at time 6 hour. The solvent is C(C)(=O)O (acetic acid). Reported procedure: A mixture of 3.0 g (9 mmole) of 4-[2-(2-fluorobenzoyl)-4-chlorophenyl]-1H-pyrrole-3-carbonitrile, ca 3 g of Raney nickel and 150 ml of glacial acetic acid was hydrogenated on a Parr apparatus at 50 psi for 6 hr. The Raney nickel was removed by filtration, and the acetic acid was removed at reduced pressure to give a yellow oil. The yellow oil was poured over ice, basified with ammonium hydroxide and extracted with methylene chloride. The methylene chloride solution was dried over anhydrous sodiu... Starting materials: FC1=C(C(=O)C2=C(C=CC(=C2)Cl)C=2C(=CNC2)C#N)C=CC=C1 (4-[2-(2-fluorobenzoyl)-4-chlorophenyl]-1H-pyrrole-3-carbonitrile), [OH-].[NH4+] (ammonium hydroxide). Reagents/catalysts: [Ni] (Raney nickel). RXN SMILES: [F:1][C:2]1[CH:23]=[CH:22][CH:21]=[CH:20][C:3]=1[C:4]([C:6]1[CH:11]=[C:10]([Cl:12])[CH:9]=[CH:8][C:7]=1[C:13]1[C:14]([C:18]#[N:19])=[CH:15][NH:16][CH:17]=1)=O.[OH-].[NH4+]>[Ni].C(O)(=O)C>[Cl:12][C:10]1[CH:9]=[CH:8][C:7]2[C:13]3[C:14](=[CH:15][NH:16][CH:17]=3)[CH2:18][N:19]=[C:4]([C:3]3[CH:20]=[CH:21][CH:22]=[CH:23][C:2]=3[F:1])[C:6]=2[CH:11]=1 |f:1.2|. Product: ClC1=CC2=C(C=3C(CN=C2C2=C(C=CC=C2)F)=CNC3)C=C1 (8-Chloro-6-(2-fluorophenyl)-2H,4H-pyrrolo[3,4-d][2]benzazepine).